Dataset: the Open Reaction Database (ORD), a public repository of structured organic reaction records. Task: describe an organic reaction: reactants, conditions, products, and yield Reactants: COC=1C=C(C=CC1)C1NCCC1 (2-(3-methoxyphenyl)pyrrolidine), BrCCC1=CC=CC=C1 (2-bromoethylbenzene), C([O-])([O-])=O.[K+].[K+] (potassium carbonate). The solvent is C(C)#N (acetonitrile). Reaction conditions: time 48 hour. Product: COC=1C=C(C=CC1)C1N(CCC1)CCC1=CC=CC=C1 (2-(3-methoxyphenyl)-1-(2-phenylethyl)pyrrolidine). Yield: 72.0%. As a reaction SMILES: [CH3:1][O:2][C:3]1[CH:4]=[C:5]([CH:9]2[CH2:13][CH2:12][CH2:11][NH:10]2)[CH:6]=[CH:7][CH:8]=1.Br[CH2:15][CH2:16][C:17]1[CH:22]=[CH:21][CH:20]=[CH:19][CH:18]=1.C(=O)([O-])[O-].[K+].[K+]>C(#N)C>[CH3:1][O:2][C:3]1[CH:4]=[C:5]([CH:9]2[CH2:13][CH2:12][CH2:11][N:10]2[CH2:15][CH2:16][C:17]2[CH:22]=[CH:21][CH:20]=[CH:19][CH:18]=2)[CH:6]=[CH:7][CH:8]=1 |f:2.3.4|. Reported procedure: To a solution of 2-(3-methoxyphenyl)pyrrolidine (1.04 g) in dry acetonitrile (30 ml) was added 2-bromoethylbenzene (0.96 ml) followed by milled potassium carbonate (1.78 g) at ambient temperature, under nitrogen. The reaction mixture was stirred for 48 hrs, warmed under reflux for 2 hrs, and cooled to ambient temperature. The reaction mixture was filtered through a pad of celite, and the filter cake was washed with ethyl acetate. The combined filtrates were concentrated and the residue was purif... The reactants are CN(C)c1ccncc1, CCN(C(C)C)C(C)C, ClCCl, CC(NC(=O)OC(C)(C)C)c1ccc(C(=NO)C(F)(F)F)cc1, Cc1ccc(S(=O)(=O)Cl)cc1. Yields the product Cc1ccc(S(=O)(=O)ON=C(c2ccc(C(C)NC(=O)OC(C)(C)C)cc2)C(F)(F)F)cc1. RXN SMILES: [CH3:47][N:48]([c:49]1[cH:50][cH:51][n:52][cH:53][cH:54]1)[CH3:55].[CH:24]([N:25]([CH2:26][CH3:27])[CH:28]([CH3:29])[CH3:30])([CH3:31])[CH3:32].[Cl:44][CH2:45][Cl:46].[F:1][C:2]([C:3](=[N:4][OH:5])[c:6]1[cH:7][cH:8][c:9]([CH:12]([CH3:13])[NH:14][C:15]([O:16][C:17]([CH3:18])([CH3:19])[CH3:20])=[O:21])[cH:10][cH:11]1)([F:22])[F:23].[c:33]1([CH3:43])[cH:34][cH:35][c:36]([S:39](=[O:40])(=[O:41])[Cl:42])[cH:37][cH:38]1>>[F:1][C:2]([C:3](=[N:4][O:5][S:39]([c:36]1[cH:35][cH:34][c:33]([CH3:43])[cH:38][cH:37]1)(=[O:40])=[O:41])[c:6]1[cH:7][cH:8][c:9]([CH:12]([CH3:13])[NH:14][C:15]([O:16][C:17]([CH3:18])([CH3:19])[CH3:20])=[O:21])[cH:10][cH:11]1)([F:22])[F:23]. The reactants are C1CCOC1, CC(C(=O)[O-])n1c(Cc2ccccc2)ccc1-c1ccccc1, [Li+], [OH-]. Product: O=C(O)Cn1c(Cc2ccccc2)ccc1-c1ccccc1. RXN SMILES: [CH2:26]1[O:27][CH2:28][CH2:29][CH2:30]1.[CH3:1][CH:2]([C:3](=[O:4])[O-:5])[n:6]1[c:7]([CH2:17][c:18]2[cH:19][cH:20][cH:21][cH:22][cH:23]2)[cH:8][cH:9][c:10]1-[c:11]1[cH:12][cH:13][cH:14][cH:15][cH:16]1.[Li+:25].[OH-:24]>>[CH2:2]([C:3](=[O:4])[OH:5])[n:6]1[c:7]([CH2:17][c:18]2[cH:19][cH:20][cH:21][cH:22][cH:23]2)[cH:8][cH:9][c:10]1-[c:11]1[cH:12][cH:13][cH:14][cH:15][cH:16]1. Starting materials: C(CCC)[SnH](CCCC)CCCC (Tributyltin hydride), C(#C)[Si](C)(C)C (ethynyltrimethylsilane). Reagents/catalysts: CC(C)(C#N)N=NC(C)(C)C#N (AIBN). Run at temperature 80 celsius, time 20 hour. The product is C[Si](\C=C\[Sn](CCCC)(CCCC)CCCC)(C)C ((E)-trimethyl(2-(tributylstannyl)vinyl)silane). Isolated yield 98.5%. RXN SMILES: [CH2:1]([SnH:5]([CH2:10][CH2:11][CH2:12][CH3:13])[CH2:6][CH2:7][CH2:8][CH3:9])[CH2:2][CH2:3][CH3:4].[C:14]([Si:16]([CH3:19])([CH3:18])[CH3:17])#[CH:15]>CC(N=NC(C#N)(C)C)(C#N)C>[CH3:17][Si:16]([CH3:19])([CH3:18])/[CH:14]=[CH:15]/[Sn:5]([CH2:1][CH2:2][CH2:3][CH3:4])([CH2:6][CH2:7][CH2:8][CH3:9])[CH2:10][CH2:11][CH2:12][CH3:13]. Procedure: Tributyltin hydride (2.0 mL, 7.3 mmol, 1.0 equiv) and ethynyltrimethylsilane (2.1 mL, 15 mmol, 2.0 equiv) were combined, AIBN (60 mg, 0.36 mmol, 0.05 equiv) was added, and the resulting colorless neat solution was heated to 80° C. Upon heating, the reaction exothermed to −110° C. The reaction mixture was cooled back to 80° C. and stirred for 20 h. The reaction mixture was cooled to 23° C. to afford the crude title compound as a pale yellow oil (2.8 g, 99% crude yield): 1H NMR (400 MHz, CDCl3) δ ... Starting materials: ClC(=CC1C(C1(C)C)(C(=O)OCC)C(=O)OCC)Cl (ethyl 2-(2,2-dichlorovinyl)-3,3-dimethyl-1-ethoxycarbonylcyclopropane carboxylate), [Cl-].[Na+] (sodium chloride), CS(=O)C (dimethylsulphoxide). Solvent: O (water). The product is ClC(=CC1C(C1(C)C)C(=O)OCC)Cl (ethyl 2-(2,2-dichlorovinyl)-3,3-dimethylcyclopropane carboxylate). Isolated yield 80.0%. As a reaction SMILES: [Cl:1][C:2]([Cl:19])=[CH:3][CH:4]1[C:6]([CH3:8])([CH3:7])[C:5]1(C(OCC)=O)[C:9]([O:11][CH2:12][CH3:13])=[O:10].[Cl-].[Na+].CS(C)=O>O>[Cl:1][C:2]([Cl:19])=[CH:3][CH:4]1[C:6]([CH3:8])([CH3:7])[CH:5]1[C:9]([O:11][CH2:12][CH3:13])=[O:10] |f:1.2|. Procedure details: A mixture of ethyl 2-(2,2-dichlorovinyl)-3,3-dimethyl-1-ethoxycarbonylcyclopropane carboxylate (5.0 g.), sodium chloride (0.95 g.), and `wet` dimethylsulphoxide (6.0 ml.) was heated at a temperature of 175° to 180° C. under a nitrogen atmosphere for a period of 6 hours, after which it was cooled to the ambient temperature poured into water and extracted with petroleum ether (boiling range 60° to 80° C.). The extracts were dried over anhydrous magnesium sulphate and concentrated by evaporation of... Starting materials: O=C(O)CCCOCc1ccccc1, ClCCCl, CCCN, CN1CCOCC1, CCOC(C)=O, CN(C)C=O, On1nnc2ccccc21. Product: CCCNC(=O)CCCOCc1ccccc1. RXN SMILES: [CH2:1]([c:2]1[cH:3][cH:4][cH:5][cH:6][cH:7]1)[O:8][CH2:9][CH2:10][CH2:11][C:12](=[O:13])[OH:14].[CH2:36]([Cl:37])[CH2:38][Cl:39].[CH3:15][CH2:16][CH2:17][NH2:18].[CH3:29][N:30]1[CH2:31][CH2:32][O:33][CH2:34][CH2:35]1.[CH3:45][CH2:46][O:47][C:48](=[O:49])[CH3:50].[O:40]=[CH:41][N:42]([CH3:43])[CH3:44].[OH:19][n:20]1[c:21]2[c:22]([cH:23][cH:24][cH:25][cH:26]2)[n:27][n:28]1>>[CH2:1]([c:2]1[cH:3][cH:4][cH:5][cH:6][cH:7]1)[O:8][CH2:9][CH2:10][CH2:11][C:12](=[O:14])[NH:18][CH2:17][CH2:16][CH3:15]. Starting materials: FC1=CC=C(C=C1)N1N=CC2=CC(=CC=C12)O[C@H]([C@@H](C)N)C1=CC=CC=C1 ((1S,2R)-1-{[1-(4-fluorophenyl)-1H-indazol-5-yl]oxy}-1-phenylpropan-2-amine), C(C)(=O)OCC(=O)Cl (2-chloro-2-oxoethyl acetate). Yields the product C(C)(=O)OCC(N[C@H]([C@@H](C1=CC=CC=C1)OC=1C=C2C=NN(C2=CC1)C1=CC=C(C=C1)F)C)=O ([(1R,2S)-1-[1-(4-fluorophenyl)indazol-5-yl]oxy-1-phenyl-propan-2-yl]carbamoylmethyl acetate). Reaction SMILES: [F:1][C:2]1[CH:7]=[CH:6][C:5]([N:8]2[C:16]3[C:11](=[CH:12][C:13]([O:17][C@@H:18]([C:22]4[CH:27]=[CH:26][CH:25]=[CH:24][CH:23]=4)[C@H:19]([NH2:21])[CH3:20])=[CH:14][CH:15]=3)[CH:10]=[N:9]2)=[CH:4][CH:3]=1.[C:28]([O:31][CH2:32][C:33](Cl)=[O:34])(=[O:30])[CH3:29]>>[C:28]([O:31][CH2:32][C:33](=[O:34])[NH:21][C@@H:19]([CH3:20])[C@H:18]([O:17][C:13]1[CH:12]=[C:11]2[C:16](=[CH:15][CH:14]=1)[N:8]([C:5]1[CH:4]=[CH:3][C:2]([F:1])=[CH:7][CH:6]=1)[N:9]=[CH:10]2)[C:22]1[CH:23]=[CH:24][CH:25]=[CH:26][CH:27]=1)(=[O:30])[CH3:29]. Reported procedure: Prepared as described in Example 1 using (1S,2R)-1-{[1-(4-fluorophenyl)-1H-indazol-5-yl]oxy}-1-phenylpropan-2-amine (1a, 18 mg, 50 μmol) and 2-chloro-2-oxoethyl acetate (20 mg, 150 μmol). Yield 16 mg (70%). Starting materials: N[C@@H]1CN(CC1)C(=O)OC(C)(C)C (tert-butyl (3S)-3-aminopyrrolidine-1-carboxylate), C1(CCCCCC1)=O (cycloheptanone). Yields the product C1(CCCCCC1)N[C@@H]1CN(CC1)C(=O)OC(C)(C)C (tert-butyl (3S)-3-(cycloheptylamino)pyrrolidine-1-carboxylate). As a reaction SMILES: [NH2:1][C@H:2]1[CH2:6][CH2:5][N:4]([C:7]([O:9][C:10]([CH3:13])([CH3:12])[CH3:11])=[O:8])[CH2:3]1.[C:14]1(=O)[CH2:20][CH2:19][CH2:18][CH2:17][CH2:16][CH2:15]1>>[CH:14]1([NH:1][C@H:2]2[CH2:6][CH2:5][N:4]([C:7]([O:9][C:10]([CH3:13])([CH3:12])[CH3:11])=[O:8])[CH2:3]2)[CH2:20][CH2:19][CH2:18][CH2:17][CH2:16][CH2:15]1. Reported procedure: tert-butyl (3S)-3-(cycloheptylamino)pyrrolidine-1-carboxylate was prepared by a method similar to that described in preparation 14 using tert-butyl (3S)-3-aminopyrrolidine-1-carboxylate and cycloheptanone to yield the desired product, 4.54 g (100%). The reactants are N#CBr (cyanogen bromide), C([O-])([O-])=O.[K+].[K+] (potassium carbonate), CN(CCSC1=CC2=C(OC3=C1C=CC=C3)C=CC=C2)C (10-[β-(dimethylamino)ethylthio]dibenz[b,f]oxepin). Solvent: C(Cl)(Cl)Cl (chloroform), C(Cl)(Cl)Cl (chloroform), CO (methanol). The product is BrCCSC1=CC2=C(OC3=C1C=CC=C3)C=CC=C2 (10-[β-(bromo)ethylthio]dibenz[b,f]oxepin). As a reaction SMILES: N#[C:2][Br:3].C(=O)([O-])[O-].[K+].[K+].CN(C)C[CH2:13][S:14][C:15]1[C:21]2[CH:22]=[CH:23][CH:24]=[CH:25][C:20]=2[O:19][C:18]2[CH:26]=[CH:27][CH:28]=[CH:29][C:17]=2[CH:16]=1>C(Cl)(Cl)Cl.CO>[Br:3][CH2:2][CH2:13][S:14][C:15]1[C:21]2[CH:22]=[CH:23][CH:24]=[CH:25][C:20]=2[O:19][C:18]2[CH:26]=[CH:27][CH:28]=[CH:29][C:17]=2[CH:16]=1 |f:1.2.3|. Procedure: To a stirring solution of 0.36 g of cyanogen bromide, 2.28 g of potassium carbonate in 10 ml of chloroform is added dropwise a solution of 1.0 g of 10-[β-(dimethylamino)ethylthio]dibenz[b,f]oxepin, Example 8, in chloroform. After total addition the reaction mixture is refluxed for 2 hours and the solvent removed leaving an oil. The oil is dissolved in 10 ml of methanol and the methanolic solution refluxed for 10 minutes and again concentrated to recover the oil. The oil is chromatographed throug...